From a dataset of the Open Reaction Database (ORD), a public repository of structured organic reaction records. describe an organic reaction: reactants, conditions, products, and yield Starting materials: CC(C)O, CC(C)(N)CO, Clc1nc(-c2ccccc2)nc2ccccc12. The product is CC(C)(CO)Nc1nc(-c2ccccc2)nc2ccccc12. As a reaction SMILES: [CH:24]([OH:25])([CH3:26])[CH3:27].[NH2:18][C:19]([CH2:20][OH:21])([CH3:22])[CH3:23].[c:1]1(-[c:7]2[n:8][c:9]3[cH:10][cH:11][cH:12][cH:13][c:14]3[c:15]([Cl:17])[n:16]2)[cH:2][cH:3][cH:4][cH:5][cH:6]1>>[c:1]1(-[c:7]2[n:8][c:9]3[cH:10][cH:11][cH:12][cH:13][c:14]3[c:15]([NH:18][C:19]([CH2:20][OH:21])([CH3:22])[CH3:23])[n:16]2)[cH:2][cH:3][cH:4][cH:5][cH:6]1. The reactants are C1CCOC1, CCOC(=O)C=CCP(=O)(OCC)OCC, CC(C)[N-]C(C)C, CC(=O)O, O=Cc1cccnc1, [Li+]. Yields the product CCOC(=O)C=CC=Cc1cccnc1. Reaction SMILES: [CH2:37]1[O:38][CH2:39][CH2:40][CH2:41]1.[CH2:9]([O:10][P:11]([O:12][CH2:13][CH3:14])(=[O:15])[CH2:17][CH:18]=[CH:19][C:20](=[O:21])[O:22][CH2:23][CH3:24])[CH3:16].[CH3:2][CH:3]([N-:4][CH:5]([CH3:6])[CH3:7])[CH3:8].[CH3:33][C:34](=[O:35])[OH:36].[CH:25]([c:26]1[cH:27][n:28][cH:29][cH:30][cH:31]1)=[O:32].[Li+:1]>>[CH:17]([CH:18]=[CH:19][C:20](=[O:21])[O:22][CH2:23][CH3:24])=[CH:25][c:26]1[cH:27][n:28][cH:29][cH:30][cH:31]1.